describe an organic reaction: reactants, conditions, products, and yield From a dataset of the Open Reaction Database (ORD), a public repository of structured organic reaction records. Starting materials: ice water, ClC1=NSN=C1C1=CC=CC=C1 (3-chloro-4-phenyl-1,2,5-thiadiazole), C([O-])([O-])=O.[K+].[K+] (potassium carbonate), C1(=CC=CC=C1)O (phenol). Run in CN(C=O)C (N,N-dimethylformamide). Run at temperature 120 celsius. Product: O(C1=CC=CC=C1)C1=NSN=C1C1=CC=CC=C1 (3-phenoxy-4-phenyl-1,2,5-thiadiazole). Yield: 898.8%. As a reaction SMILES: Cl[C:2]1[C:6]([C:7]2[CH:12]=[CH:11][CH:10]=[CH:9][CH:8]=2)=[N:5][S:4][N:3]=1.C(=O)([O-])[O-].[K+].[K+].[C:19]1([OH:25])[CH:24]=[CH:23][CH:22]=[CH:21][CH:20]=1>CN(C)C=O>[O:25]([C:2]1[C:6]([C:7]2[CH:12]=[CH:11][CH:10]=[CH:9][CH:8]=2)=[N:5][S:4][N:3]=1)[C:19]1[CH:24]=[CH:23][CH:22]=[CH:21][CH:20]=1 |f:1.2.3|. Procedure: Under a dry nitrogen atmosphere 4.1 g (0.0021 mole) of 3-chloro-4-phenyl-1,2,5-thiadiazole was added to a stirred mixture of 3.73 g (0.0027 mole) of potassium carbonate and 2.4 g (0.0026 mole) of phenol in 50 ml of N,N-dimethylformamide. After complete addition the mixture was heated at 120° C. for 21 hours. The mixture was cooled, poured into 400 ml of ice water and the mixture extracted with diethyl ether. The extract was dried over anhydrous magnesium sulfate and filtered. The filtrate was ev...